This data is from the Open Reaction Database (ORD), a public repository of structured organic reaction records. The task is: describe an organic reaction: reactants, conditions, products, and yield Starting materials: NC=1C=C2C(C(=O)N(C2=O)C)=CC1 (4-Amino-N-methylphthalimide), [H-].[Al+3].[Li+].[H-].[H-].[H-] (lithium aluminum hydride). Solvent: C1CCOC1 (THF), C1CCOC1 (THF). Conditions: time 3 day. Yields the product CN1CC2=CC=C(C=C2C1)N (2-Methyl-2,3-dihydro-1H-isoindol-5-ylamine). Yield: 72.0%. Reaction SMILES: [NH2:1][C:2]1[CH:3]=[C:4]2[C:9](=O)[N:8]([CH3:11])[C:6](=O)[C:5]2=[CH:12][CH:13]=1.[H-].[Al+3].[Li+].[H-].[H-].[H-]>C1COCC1>[CH3:11][N:8]1[CH2:9][C:4]2[C:5](=[CH:12][CH:13]=[C:2]([NH2:1])[CH:3]=2)[CH2:6]1 |f:1.2.3.4.5.6|. Procedure details: 2.643 g 4-Amino-N-methylphthalimide was suspended in 50 ml THF and added to 1.328 g lithium aluminum hydride in 50 ml THF at room temperature. The mixture was refluxed for 3 hrs, then stirred a further 3 days at room temperature. Excess LAH was destroyed by addition of water and the mixture filtered over celite. An aqueous phase was separated and extracted with CH2Cl2. The combined organic phases were dried and evaporated. The residue was stirred with HCl in MeOH and the evaporated to yield 1.6 ...